This data is from the Open Reaction Database (ORD), a public repository of structured organic reaction records. The task is: describe an organic reaction: reactants, conditions, products, and yield Starting materials: O=C(O)CC(F)(F)F, CC(C)CN(C(CO)CCCNC(=O)C(N)Cc1cccc2ccccc12)S(=O)(=O)c1ccc(N)cc1. Product: CC(C)CN(C(CO)CCCNC(=O)C(Cc1cccc2ccccc12)NC(=O)CC(F)(F)F)S(=O)(=O)c1ccc(N)cc1. Reaction SMILES: [F:38][C:39]([CH2:40][C:41](=[O:42])[OH:43])([F:44])[F:45].[NH2:1][CH:2]([C:3](=[O:4])[NH:5][CH2:6][CH2:7][CH2:8][CH:9]([CH2:10][OH:11])[N:12]([CH2:13][CH:14]([CH3:15])[CH3:16])[S:17](=[O:18])(=[O:19])[c:20]1[cH:21][cH:22][c:23]([NH2:26])[cH:24][cH:25]1)[CH2:27][c:28]1[cH:29][cH:30][cH:31][c:32]2[cH:33][cH:34][cH:35][cH:36][c:37]12>>[NH:1]([CH:2]([C:3](=[O:4])[NH:5][CH2:6][CH2:7][CH2:8][CH:9]([CH2:10][OH:11])[N:12]([CH2:13][CH:14]([CH3:15])[CH3:16])[S:17](=[O:18])(=[O:19])[c:20]1[cH:21][cH:22][c:23]([NH2:26])[cH:24][cH:25]1)[CH2:27][c:28]1[cH:29][cH:30][cH:31][c:32]2[cH:33][cH:34][cH:35][cH:36][c:37]12)[C:41]([CH2:40][C:39]([F:38])([F:44])[F:45])=[O:42]. Reactants: C(C)(C)(C)[Si](N1C=C(C2=CC=C(C=C12)O[Si](C)(C)C(C)(C)C)CCC)(C)C (1-(tert-butyl-dimethyl-silanyl)-6-(tert-butyl-dimethyl-silanyloxy)-3-propyl-1H-indole), O.[F-].C(CCC)[N+](CCCC)(CCCC)CCCC (tetrabutylammonium fluoride hydrate). Yields the product C(CC)C1=CNC2=CC(=CC=C12)O (3-propyl-1H-indol-6-ol). As a reaction SMILES: C([Si](C)(C)[N:6]1[C:14]2[C:9](=[CH:10][CH:11]=[C:12]([O:15][Si](C(C)(C)C)(C)C)[CH:13]=2)[C:8]([CH2:23][CH2:24][CH3:25])=[CH:7]1)(C)(C)C.O.[F-].C([N+](CCCC)(CCCC)CCCC)CCC>>[CH2:23]([C:8]1[C:9]2[C:14](=[CH:13][C:12]([OH:15])=[CH:11][CH:10]=2)[NH:6][CH:7]=1)[CH2:24][CH3:25] |f:1.2.3|. Procedure: In analogy to the procedure described in example 3 b], 1-(tert-butyl-dimethyl-silanyl)-6-(tert-butyl-dimethyl-silanyloxy)-3-propyl-1H-indole was treated with tetrabutylammonium fluoride hydrate to obtain 3-propyl-1H-indol-6-ol as white crystals. Reactants: C(C)(C)C1=CC=C(C=C1)NC1=C(C(C(=O)O)=CC=C1)C(=O)O (3-(4-isopropylphenylamino)phthalic acid), Cl.NC1C(=O)NC(CC1)=O (rac-α-aminoglutarimide hydrochloride). Run in N1=CC=CC=C1 (pyridine). The product is C(C)(C)C1=CC=C(C=C1)NC1=C2C(N(C(C2=CC=C1)=O)C1C(NC(CC1)=O)=O)=O (4-(4-Isopropylphenylamino)-2-(2,6-dioxopiperidin-3-yl)isoindole-1,3-dione). Isolated yield 89.0%. RXN SMILES: [CH:1]([C:4]1[CH:9]=[CH:8][C:7]([NH:10][C:11]2[CH:19]=[CH:18][CH:17]=[C:13]([C:14]([OH:16])=O)[C:12]=2[C:20](O)=[O:21])=[CH:6][CH:5]=1)([CH3:3])[CH3:2].Cl.[NH2:24][CH:25]1[CH2:31][CH2:30][C:29](=[O:32])[NH:28][C:26]1=[O:27]>N1C=CC=CC=1>[CH:1]([C:4]1[CH:9]=[CH:8][C:7]([NH:10][C:11]2[CH:19]=[CH:18][CH:17]=[C:13]3[C:12]=2[C:20](=[O:21])[N:24]([CH:25]2[CH2:31][CH2:30][C:29](=[O:32])[NH:28][C:26]2=[O:27])[C:14]3=[O:16])=[CH:6][CH:5]=1)([CH3:3])[CH3:2] |f:1.2|. Procedure details: A mixture of 3-(4-isopropylphenylamino)phthalic acid (0.64 g, 2.1 mmol) and rac-α-aminoglutarimide hydrochloride (0.35 g, 2.1 mmol) in pyridine (10 mL) was heated to reflux for 16 hours. The mixture was cooled and evaporated under vacuum. The residue was dissolved in ethyl acetate (150 mL), washed with dilute aqueous HCl (2×100 mL) and water (2×100 mL), and evaporated. The residue was chromatographed in 1:1 hexanes-ethyl acetate, eluting 0.74 g of the product, in 89% yield: mp 138-140° C.; 1H NM... Product: O=C1Cc2cccc3c2N1CCC3. As a reaction SMILES: [Al+3:2].[Br:5][CH2:6][C:7](=[O:8])[N:9]1[CH2:10][CH2:11][CH2:12][c:13]2[cH:14][cH:15][cH:16][cH:17][c:18]21.[Cl-:1].[Cl-:3].[Cl-:4].[OH2:19]>>[CH2:6]1[C:7](=[O:8])[N:9]2[CH2:10][CH2:11][CH2:12][c:13]3[cH:14][cH:15][cH:16][c:17]1[c:18]32. Reactants: [Al+3], O=C(CBr)N1CCCc2ccccc21, [Cl-], [Cl-], [Cl-], O. Starting materials: Cl.N[C@@H]1[C@H](C[C@H](CC1)NC(=O)C1=C(NC2=C1N=CN=C2C2=C(C=CC(=C2)C(F)F)OCC2CC2)C)F (N-[(1S*,3S*,4S*)-4-amino-3-fluorocyclohexyl]-4-[2-(cyclopropylmethoxy)-5-(difluoromethyl)phenyl]-6-methyl-5H-pyrrolo[3,2-d]pyrimidine-7-carboxamide hydrochloride), COCC(=O)Cl (methoxy-acetyl chloride). Product: C1(CC1)COC1=C(C=C(C=C1)C(F)F)C=1C2=C(N=CN1)C(=C(N2)C)C(=O)N[C@@H]2C[C@@H]([C@H](CC2)NC(COC)=O)F (4-[2-(Cyclopropylmethoxy)-5-(difluoromethyl)phenyl]-N-{(1S*,3S*,4S*)-3-fluoro-4-[(methoxyacetyl)amino]cyclohexyl}-6-methyl-5H-pyrrolo[3,2-d]pyrimidine-7-carboxamide). Reaction SMILES: Cl.[NH2:2][C@H:3]1[CH2:8][CH2:7][C@H:6]([NH:9][C:10]([C:12]2[C:16]3[N:17]=[CH:18][N:19]=[C:20]([C:21]4[CH:26]=[C:25]([CH:27]([F:29])[F:28])[CH:24]=[CH:23][C:22]=4[O:30][CH2:31][CH:32]4[CH2:34][CH2:33]4)[C:15]=3[NH:14][C:13]=2[CH3:35])=[O:11])[CH2:5][C@@H:4]1[F:36].[CH3:37][O:38][CH2:39][C:40](Cl)=[O:41]>>[CH:32]1([CH2:31][O:30][C:22]2[CH:23]=[CH:24][C:25]([CH:27]([F:29])[F:28])=[CH:26][C:21]=2[C:20]2[C:15]3[NH:14][C:13]([CH3:35])=[C:12]([C:10]([NH:9][C@H:6]4[CH2:7][CH2:8][C@H:3]([NH:2][C:40](=[O:41])[CH2:39][O:38][CH3:37])[C@@H:4]([F:36])[CH2:5]4)=[O:11])[C:16]=3[N:17]=[CH:18][N:19]=2)[CH2:33][CH2:34]1 |f:0.1|. Procedure: Starting from N-[(1S*,3S*,4S*)-4-amino-3-fluorocyclohexyl]-4-[2-(cyclopropylmethoxy)-5-(difluoromethyl)phenyl]-6-methyl-5H-pyrrolo[3,2-d]pyrimidine-7-carboxamide hydrochloride (example D.f62) and commercially available methoxy-acetyl chloride the title compound is obtained as colorless solid.